From a dataset of the Open Reaction Database (ORD), a public repository of structured organic reaction records. describe an organic reaction: reactants, conditions, products, and yield Reactants: IC1=CC=C(C=C1)N1C(O[C@H](C1)CNC(OC(C)(C)C)=O)=O (tert-butyl [(5S)-3-(4-iodophenyl)-2-oxo-1,3-oxazolidin-5-yl]methylcarbamate), FC=1C=C(C=CC1I)N1C(O[C@H](C1)CNC(C)=O)=O (N-{[(5S)-(3-fluoro-4-iodophenyl)-2-oxo-1,3-oxazolidin-5-yl]methyl}acetamide). The product is O=C1O[C@H](CN1C1=CC=C(C=C1)C1CNC(CC1)=O)CNC(C)=O (N-({(5S)-2-oxo-3-[4-(6-oxopiperidin-3-yl)phenyl]-1,3-oxazolidin-5-yl}methyl)acetamide). As a reaction SMILES: I[C:2]1C=C[C:5]([N:8]2C[C@H](CNC(=O)OC(C)(C)C)O[C:9]2=[O:22])=[CH:4][CH:3]=1.F[C:24]1[CH:25]=[C:26]([N:31]2[CH2:35][C@H:34]([CH2:36][NH:37][C:38](=[O:40])[CH3:39])[O:33][C:32]2=[O:41])[CH:27]=[CH:28][C:29]=1I>>[O:41]=[C:32]1[N:31]([C:26]2[CH:27]=[CH:28][C:29]([CH:4]3[CH2:3][CH2:2][C:9](=[O:22])[NH:8][CH2:5]3)=[CH:24][CH:25]=2)[CH2:35][C@H:34]([CH2:36][NH:37][C:38](=[O:40])[CH3:39])[O:33]1. Procedure: N-({(5S)-2-oxo-3-[4-(6-oxopiperidin-3-yl)phenyl]-1,3-oxazolidin-5-yl}methyl)acetamide is prepared by the route described in Example 1 substituting tert-butyl [(5S)-3-(4-iodophenyl)-2-oxo-1,3-oxazolidin-5-yl]methylcarbamate for N-{[(5S)-(3-fluoro-4-iodophenyl)-2-oxo-1,3-oxazolidin-5-yl]methyl}acetamide. 1H-NMR (DMSO) δ: 8.24, 7.51, 7.47, 7.33, 4.71, 4.10, 3.72, 3.40, 3.18, 3.14, 2.97, 2.28, 1.94, 1.83 RXN SMILES: C(OC([N:8]1[CH2:13][CH2:12][N:11]([C:14]2[CH:19]=[CH:18][C:17]([C:20](=[O:42])[NH:21][C:22]3[C:30]4[C:25](=[CH:26][C:27]([O:31][CH2:32][CH2:33][O:34][CH2:35][C:36]5[CH:41]=[CH:40][CH:39]=[CH:38][CH:37]=5)=[CH:28][CH:29]=4)[NH:24][N:23]=3)=[CH:16][CH:15]=2)[CH2:10][CH2:9]1)=O)(C)(C)C.Cl>O1CCOCC1.CO>[CH2:35]([O:34][CH2:33][CH2:32][O:31][C:27]1[CH:26]=[C:25]2[C:30]([C:22]([NH:21][C:20](=[O:42])[C:17]3[CH:18]=[CH:19][C:14]([N:11]4[CH2:10][CH2:9][NH:8][CH2:13][CH2:12]4)=[CH:15][CH:16]=3)=[N:23][NH:24]2)=[CH:29][CH:28]=1)[C:36]1[CH:37]=[CH:38][CH:39]=[CH:40][CH:41]=1. Conditions: time 2 hour. Yield: 75.9%. Product: C(C1=CC=CC=C1)OCCOC1=CC=C2C(=NNC2=C1)NC(C1=CC=C(C=C1)N1CCNCC1)=O (N-[6-(2-Benzyloxy-ethoxy)-1H-indazol-3-yl]-4-piperazin-1-yl-benzamide). Run in O1CCOCC1 (1,4-dioxane), CO (MeOH), O1CCOCC1 (1,4-dioxane). Procedure details: A solution of 4-{4-[6-(2-benzyloxy-ethoxy)-1H-indazol-3-ylcarbamoyl]-phenyl}-piperazine-1-carboxylic acid tert-butyl ester (180 mg, 0.31 mmol) in 1,4-dioxane (10 ml) and MeOH (5 ml) was treated with 4M hydrochloric acid in 1,4-dioxane (6 ml, 24 mmol). After stirring for 2 h at r.t. the reaction mixture was evaporated to dryness, diluted with water (50 ml) and brought to basic pH by addition of a saturated solution of NaHCO3. The precipitated solid was filtered, washed with water, dried and purif... The reactants are C(C)(C)(C)OC(=O)N1CCN(CC1)C1=CC=C(C=C1)C(NC1=NNC2=CC(=CC=C12)OCCOCC1=CC=CC=C1)=O (4-{4-[6-(2-benzyloxy-ethoxy)-1H-indazol-3-ylcarbamoyl]-phenyl}-piperazine-1-carboxylic acid tert-butyl ester), Cl (hydrochloric acid). Conditions: time 1 hour. RXN SMILES: [N:1]#[C:2][NH2:3].[Na].[C:5]([C:7]1[CH:12]=[CH:11][C:10]([N:13]=[C:14]=[S:15])=[CH:9][CH:8]=1)#[N:6]>C(O)C>[C:2]([NH:3][C:14]([NH:13][C:10]1[CH:11]=[CH:12][C:7]([C:5]#[N:6])=[CH:8][CH:9]=1)=[S:15])#[N:1] |f:0.1,^1:3|. Yield: 73.6%. The product is C(#N)NC(=S)NC1=CC=C(C=C1)C#N (N-Cyano-N'-4-cyanophenylthiourea). The solvent is C(C)O (ethanol). Reported procedure: The suspension of monosodium cyanamide (4.3 g, 67.2 mmol) in absolute ethanol (170 mL) was slowly treated with 4-cyanophenylisothiocyanate (10.75 g, 67.2 mmol). The reaction was allowed to stir at room temperature for 1 hour and then heated at 75° C. for 4 hours. The reaction was cooled to room temperature and the colorless solid was filtered and washed with ethanol to give the title A compound (10.0 g), m.p. >250° C. The reactants are N#CN.[Na] (monosodium cyanamide), C(#N)C1=CC=C(C=C1)N=C=S (4-cyanophenylisothiocyanate). The reactants are C(C)OP(=O)(OCC)C1=C(SC=C1P(=O)(OCC)OCC)I (3,4-bis(diethoxyphosphoryl)-2-iodothiophene), C(CCC)[Sn](C=1SC=CC1)(CCCC)CCCC (2-tributylstannylthiophene), Cl (hydrochloric acid). The reagents and catalysts are [Cu]Cl (copper(I) chloride). The solvent is CN(C)C=O (DMF). Conditions: temperature 80 celsius, time 9.75 hour. Yields the product C(C)OP(=O)(OCC)C1=C(SC=C1P(=O)(OCC)OCC)C=1SC=CC1 (3,4-bis(diethoxyphosphoryl)-[2,2′]-bithiophene). As a reaction SMILES: [CH2:1]([O:3][P:4]([C:9]1[C:13]([P:14]([O:19][CH2:20][CH3:21])([O:16][CH2:17][CH3:18])=[O:15])=[CH:12][S:11][C:10]=1I)([O:6][CH2:7][CH3:8])=[O:5])[CH3:2].C([Sn](CCCC)(CCCC)[C:28]1[S:29][CH:30]=[CH:31][CH:32]=1)CCC.Cl>CN(C=O)C.[Cu]Cl>[CH2:1]([O:3][P:4]([C:9]1[C:13]([P:14]([O:19][CH2:20][CH3:21])([O:16][CH2:17][CH3:18])=[O:15])=[CH:12][S:11][C:10]=1[C:28]1[S:29][CH:30]=[CH:31][CH:32]=1)([O:6][CH2:7][CH3:8])=[O:5])[CH3:2]. Reported procedure: 3,4-bis(diethoxyphosphoryl)-2-iodothiophene and different equivalents of copper(I) chloride (commercially available product) indicated in Table 6 were dissolved in DMF, to which 2-tributylstannylthiophene (1.2 equivalents) was added at room temperature. Thereafter, the reaction mixture was heated to 80° C. and stirred for 8.5 to 11 hours. After the reaction, the reaction mixture was cooled down to room temperature, to which a 0.6 M hydrochloric acid aqueous solution was added, followed by extrac... Reactants: C(C)OC=C(C=O)C (3-ethoxy-2-methyl-2-propenal), ( E )-, CN(N)C (1,1-dimethylhydrazine), C(C)(=O)O (acetic acid). Solvent: C(C)OCC (diethyl ether). Product: CN(N=CC(=COCC)C)C (3-Ethoxy-2-methylacrolein dimethyl-hydrazone). Reaction SMILES: [CH2:1]([O:3][CH:4]=[C:5]([CH3:8])[CH:6]=O)[CH3:2].[CH3:9][N:10]([CH3:12])[NH2:11].C(O)(=O)C>C(OCC)C>[CH3:9][N:10]([CH3:12])[N:11]=[CH:6][C:5]([CH3:8])=[CH:4][O:3][CH2:1][CH3:2]. Reported procedure: A mixture of 3-ethoxy-2-methyl-2-propenal, (E)- and (Z)- (4.0 g, 35 mmol), 1,1-dimethylhydrazine (2.73 g, 46 mmol) and acetic acid (0.04 g, 0.7 mmol) in diethyl ether is refluxed for one hour, cooled, washed sequentially with water and brine, dried over anhydrous magnesium sulfate, and concentrated in vacuo to give the title product as a yellow oil. Reactants: ClCCCS(=O)(=O)NCC(CSCCCCCCCCCCCCCCCC)N1N=C(N=N1)C (3-(3-Chloropropylsulfonylamino)-1-hexadecylthio-2-(5-methyl-2H-tetrazol-2-yl)propane), C(CCCCCCCCCCCCCCC)SCC(CNS(=O)(=O)CCCI)OC (1-hexadecylthio-3-(3-iodopropylsulfonylamino)-2-methoxypropane). Yields the product C(CCCCCCCCCCCCCCC)SCC(CNS(=O)(=O)CCCI)N1N=C(N=N1)C (1-hexadecylthio-3-(3-iodopropylsulfonylamino)-2-(5-methyl-2H-tetrazol-2-yl)propane). Procedure: 3-(3-Chloropropylsulfonylamino)-1-hexadecylthio-2-(5-methyl-2H-tetrazol-2-yl)propane IIIh1 is allowed to react and worked up by the same procedure as described in (5). m.p. 50°-51° C. The summary of the experimental condition and the physical data of the product are listed in Table 8. Reaction SMILES: Cl[CH2:2][CH2:3][CH2:4][S:5]([NH:8][CH2:9][CH:10]([N:29]1[N:33]=[N:32][C:31]([CH3:34])=[N:30]1)[CH2:11][S:12][CH2:13][CH2:14][CH2:15][CH2:16][CH2:17][CH2:18][CH2:19][CH2:20][CH2:21][CH2:22][CH2:23][CH2:24][CH2:25][CH2:26][CH2:27][CH3:28])(=[O:7])=[O:6].C(SCC(OC)CNS(CCC[I:62])(=O)=O)CCCCCCCCCCCCCCC>>[CH2:13]([S:12][CH2:11][CH:10]([N:29]1[N:33]=[N:32][C:31]([CH3:34])=[N:30]1)[CH2:9][NH:8][S:5]([CH2:4][CH2:3][CH2:2][I:62])(=[O:7])=[O:6])[CH2:14][CH2:15][CH2:16][CH2:17][CH2:18][CH2:19][CH2:20][CH2:21][CH2:22][CH2:23][CH2:24][CH2:25][CH2:26][CH2:27][CH3:28]. The reactants are CCOC(=O)n1cc(C2CCN(C(=O)OC(C)(C)C)CC2)c2cccnc21, CC(C)O, [K+], [OH-]. Product: CC(C)(C)OC(=O)N1CCC(c2c[nH]c3ncccc23)CC1. Reaction SMILES: [CH2:1]([O:2][C:3](=[O:4])[n:6]1[cH:7][c:8]([CH:15]2[CH2:16][CH2:17][N:18]([C:21](=[O:22])[O:23][C:24]([CH3:25])([CH3:26])[CH3:27])[CH2:19][CH2:20]2)[c:9]2[c:10]1[n:11][cH:12][cH:13][cH:14]2)[CH3:5].[CH:30]([OH:31])([CH3:32])[CH3:33].[K+:29].[OH-:28]>>[nH:6]1[cH:7][c:8]([CH:15]2[CH2:16][CH2:17][N:18]([C:21](=[O:22])[O:23][C:24]([CH3:25])([CH3:26])[CH3:27])[CH2:19][CH2:20]2)[c:9]2[c:10]1[n:11][cH:12][cH:13][cH:14]2.